This data is from the Open Reaction Database (ORD), a public repository of structured organic reaction records. The task is: describe an organic reaction: reactants, conditions, products, and yield Starting materials: [H-].[H-].[H-].[H-].[Li+].[Al+3] (LAH), ClC1=NC=C(C=C1)CCC(=O)OCC (ethyl 3-(2-chloropyridin-5-yl)-propionate). Solvent: C1CCOC1 (THF), C1CCOC1 (THF). Run at time 1 hour. Yields the product ClC1=NC=C(C=C1)CCCO (2-chloro-5-(3-hydroxypropyl)-pyridine). Isolated yield 97.5%. Reaction SMILES: [H-].[H-].[H-].[H-].[Li+].[Al+3].[Cl:7][C:8]1[CH:13]=[CH:12][C:11]([CH2:14][CH2:15][C:16](OCC)=[O:17])=[CH:10][N:9]=1>C1COCC1>[Cl:7][C:8]1[CH:13]=[CH:12][C:11]([CH2:14][CH2:15][CH2:16][OH:17])=[CH:10][N:9]=1 |f:0.1.2.3.4.5|. Procedure: To a suspension of 0.2 g of LAH in 25 ml of dry THF at 0° C. under nitrogen was added a solution of 1.11 g (5.2 mmol) of ethyl 3-(2-chloropyridin-5-yl)-propionate in 5 ml of THF. The reaction mixture was kept at 3° C.-5° C. for 1 h and quenched with 0.2 ml of water, 0.2 ml of 10% NaOH, and 0.6 ml of water successively. The mixture was filtered through celite (washing with ether) and the filtrate was concentrated in vacuo to yield 0.87 g (theory) of 2-chloro-5-(3-hydroxypropyl)-pyridine as a yell... Reaction SMILES: [CH3:1][C:2]1([C:8](=[O:11])[CH2:9]Br)[CH2:7][O:6][CH2:5][O:4][CH2:3]1.[NH:12]1[CH:16]=[N:15][C-:14]=[N:13]1.[Na+]>O1CCCC1>[CH3:1][C:2]1([C:8](=[O:11])[CH2:9][N:12]2[CH:16]=[N:15][CH:14]=[N:13]2)[CH2:7][O:6][CH2:5][O:4][CH2:3]1 |f:1.2|. Run in O1CCCC1 (tetrahydrofuran), O1CCCC1 (tetrahydrofuran). Procedure details: A solution of 223 g (1 mole) of 1-(5-methyl-1,3-dioxan-5-yl)-2-bromoethan-1-one in 200 ml of tetrahydrofuran is added dropwise in the course of 2 hours, at 25° C., to a suspension, which is stirred under pure nitrogen, of 100.1 g (1.1 moles) of sodium 1,2,4-triazolide in 300 ml of dry tetrahydrofuran. After refluxing the mixture for eight hours, the inorganic precipitate is filtered off and the filtrate is concentrated to half its volume. The mixture is seeded and left to stand overnight at +3° ... Product: CC1(COCOC1)C(CN1N=CN=C1)=O (1-(5-methyl-1,3-dioxan-5-yl)-2-(1,2,4-triazol-1-yl)-ethan-1-one). Yield: 87.1%. Run at time 8 hour. Reactants: CC1(COCOC1)C(CBr)=O (1-(5-methyl-1,3-dioxan-5-yl)-2-bromoethan-1-one), N1N=[C-]N=C1.[Na+] (sodium 1,2,4-triazolide). The reactants are Cl.C(C)(C)(C)N1N=CC(=C1)CCl (1-t-butyl-4-(chloromethyl)-1H-pyrazole hydrochloride), O (water), C(CC#N)#N (malononitrile), C([O-])([O-])=O.[K+].[K+] (potassium carbonate). Solvent: CN(C=O)C (N,N-dimethylformamide), CN(C=O)C (N,N-dimethylformamide). Run at time 8 hour. Product: C(C)(C)(C)N1N=CC(=C1)CC(C#N)C#N ([(1-t-butyl-1H-pyrazol-4-yl)methyl]malononitrile). Isolated yield 67.9%. RXN SMILES: [C:1](#[N:5])[CH2:2][C:3]#[N:4].C(=O)([O-])[O-].[K+].[K+].Cl.[C:13]([N:17]1[CH:21]=[C:20]([CH2:22]Cl)[CH:19]=[N:18]1)([CH3:16])([CH3:15])[CH3:14].O>CN(C)C=O>[C:13]([N:17]1[CH:21]=[C:20]([CH2:22][CH:2]([C:1]#[N:5])[C:3]#[N:4])[CH:19]=[N:18]1)([CH3:16])([CH3:15])[CH3:14] |f:1.2.3,4.5|. Procedure details: 5.95 g of malononitrile was dissolved in 30 ml of N,N-dimethylformamide, and 12.44 g of potassium carbonate was then added under ice-cooling. Thereto a solution of 6.27 g of 1-t-butyl-4-(chloromethyl)-1H-pyrazole hydrochloride in 30 ml of N,N-dimethylformamide was added dropwise over 1 hour. After completion of the addition, the mixture was stirred at room temperature for 8 hours. After water was added, the reaction mixture was extracted with methyl-t-butyl ether. The organic layer was washed wi... The reactants are BrC1=CC=C(C=C1)C=1NC2=CC=C(C=C2C1CCC(=O)N1CCN(CC1)C1=C(C=CC=C1)OC)C (1-{3-[2-(4-bromophenyl)-5-methyl-1H-indol-3-yl]-1-oxopropyl}-4-(2-methoxyphenyl)piperazine), C1(=CC=CC=C1)B(O)O (phenylboronic acid). Product: COC1=C(C=CC=C1)N1CCN(CC1)C(CCC1=C(NC2=CC=C(C=C12)C)C1=CC=C(C=C1)C1=CC=CC=C1)=O (4-(2-Methoxyphenyl)-1-{3-[5-methyl-2-(4-phenylphenyl)-1H-indol-3-yl]-1-oxopropyl}piperazine). As a reaction SMILES: Br[C:2]1[CH:7]=[CH:6][C:5]([C:8]2[NH:9][C:10]3[C:15]([C:16]=2[CH2:17][CH2:18][C:19]([N:21]2[CH2:26][CH2:25][N:24]([C:27]4[CH:32]=[CH:31][CH:30]=[CH:29][C:28]=4[O:33][CH3:34])[CH2:23][CH2:22]2)=[O:20])=[CH:14][C:13]([CH3:35])=[CH:12][CH:11]=3)=[CH:4][CH:3]=1.[C:36]1(B(O)O)[CH:41]=[CH:40][CH:39]=[CH:38][CH:37]=1>>[CH3:34][O:33][C:28]1[CH:29]=[CH:30][CH:31]=[CH:32][C:27]=1[N:24]1[CH2:25][CH2:26][N:21]([C:19](=[O:20])[CH2:18][CH2:17][C:16]2[C:15]3[C:10](=[CH:11][CH:12]=[C:13]([CH3:35])[CH:14]=3)[NH:9][C:8]=2[C:5]2[CH:6]=[CH:7][C:2]([C:36]3[CH:41]=[CH:40][CH:39]=[CH:38][CH:37]=3)=[CH:3][CH:4]=2)[CH2:22][CH2:23]1. Reported procedure: Prepared from 1-{3-[2-(4-bromophenyl)-5-methyl-1H-indol-3-yl]-1-oxopropyl}-4-(2-methoxyphenyl)piperazine (Example 1) and phenylboronic acid according to the method of Example 117. 1H NMR (360 MHz, CDCl3) δ8.05 (1H, br s), 7.71-7.61 (6H, m), 7.48-7.44 (3H, m), 7.39-7.35 (1H, m), 7.29-7.25 (1H, m), 7.06-6.98 (2H, m), 6.90-6.77 (3H, m), 3.82 (3H, s), 3.78 (2H, t, J 5.0 Hz), 3.46 (2H, t, J 5.0 Hz), 3.33 (2H, m), 2.92 (2H, t, J 5.0 Hz), 2.74 (4H, m), and 2.48 (3H, s). m/z (ES+) 530 (M+1). Starting materials: [Al+3], [Cl-], [Cl-], [Cl-], N, N#CCc1noc2ccccc12. Yields the product Cl, N=C(N)Cc1noc2ccccc12. RXN SMILES: [Al+3:14].[Cl-:13].[Cl-:15].[Cl-:16].[NH3:17].[o:1]1[n:2][c:3]([CH2:10][C:11]#[N:12])[c:4]2[c:5]1[cH:6][cH:7][cH:8][cH:9]2>>[ClH:13].[o:1]1[n:2][c:3]([CH2:10][C:11](=[NH:12])[NH2:17])[c:4]2[c:5]1[cH:6][cH:7][cH:8][cH:9]2. The reactants are C(C1=CC=CC=C1)OCN1C(=C(C2=C1C=NNC2=O)CC2=CC=C(C=C2)F)C2=CC(=C(C=C2)OC(F)F)OC2CC2 (1-benzyloxymethyl-2-(3-cyclopropoxy-4-difluoromethoxyphenyl)-3-(4-fluorobenzyl)-1,5-dihydropyrrolo[2,3-d]pyridazin-4-one), C(C1=CC=CC=C1)OCN1C(=C(C2=C1C=NNC2=O)CC2=C(C=CC=C2)F)C2=CC(=C(C=C2)OC(F)F)OC2CC2 (1-benzyloxymethyl-2-(3-cyclopropoxy-4-difluoromethoxyphenyl)-3-(2-fluorobenzyl)-1,5-dihydropyrrolo[2,3-d]pyridazin-4-one). Product: C1(CC1)OC=1C=C(C=CC1OC(F)F)C1=C(C2=C(C=NNC2=O)N1)CC1=CC=C(C=C1)F (2-(3-Cyclopropoxy-4-difluoromethoxyphenyl)-3-(4-fluorobenzyl)-1,5-dihydropyrrolo[2,3-d]pyridazin-4-one). The yield is 29.4%. RXN SMILES: C(OC[N:10]1[C:14]2[CH:15]=[N:16][NH:17][C:18](=[O:19])[C:13]=2[C:12]([CH2:20][C:21]2[CH:26]=[CH:25][C:24]([F:27])=[CH:23][CH:22]=2)=[C:11]1[C:28]1[CH:33]=[CH:32][C:31]([O:34][CH:35]([F:37])[F:36])=[C:30]([O:38][CH:39]2[CH2:41][CH2:40]2)[CH:29]=1)C1C=CC=CC=1.C(OCN1C2C=NNC(=O)C=2C(CC2C=CC=CC=2F)=C1C1C=CC(OC(F)F)=C(OC2CC2)C=1)C1C=CC=CC=1>>[CH:39]1([O:38][C:30]2[CH:29]=[C:28]([C:11]3[NH:10][C:14]4[CH:15]=[N:16][NH:17][C:18](=[O:19])[C:13]=4[C:12]=3[CH2:20][C:21]3[CH:22]=[CH:23][C:24]([F:27])=[CH:25][CH:26]=3)[CH:33]=[CH:32][C:31]=2[O:34][CH:35]([F:37])[F:36])[CH2:41][CH2:40]1. Reported procedure: Reaction and post treatment were carried out in the same manner as in Example 22-(b) except for using 184 mg (0.531 mmol) of 1-benzyloxymethyl-2-(3-cyclopropoxy-4-difluoromethoxyphenyl)-3-(4-fluorobenzyl)-1,5-dihydropyrrolo[2,3-d]pyridazin-4-one obtained in Example 24-(a) in place of 1-benzyloxymethyl-2-(3-cyclopropoxy-4-difluoromethoxyphenyl)-3-(2-fluorobenzyl)-1,5-dihydropyrrolo[2,3-d]pyridazin-4-one, whereby 69 mg of the title compound was obtained as a white solid. (Yield: 24%)